Dataset: the Open Reaction Database (ORD), a public repository of structured organic reaction records. Task: describe an organic reaction: reactants, conditions, products, and yield Reactants: solution, C(CCC)[Li] (n-butyllithium), BrC1=CC(=C(C(=C1)OC)Cl)OC (1-bromo-4-chloro-3,5-dimethoxybenzene), C(=O)=O.CO (dry ice methanol), B(OC(C)C)(OC(C)C)OC(C)C (triisopropyl borate), Cl (hydrochloric acid). The solvent is CCCCCC (hexane), C1CCOC1 (THF), C1CCOC1 (THF). Conditions: time 20 minute. The product is ClC1=C(C=C(C=C1OC)B(O)O)OC (4-Chloro-3,5-dimethoxyphenylboronic Acid). As a reaction SMILES: C([Li])CCC.Br[C:7]1[CH:12]=[C:11]([O:13][CH3:14])[C:10]([Cl:15])=[C:9]([O:16][CH3:17])[CH:8]=1.C(=O)=O.CO.[B:23](OC(C)C)([O:28]C(C)C)[O:24]C(C)C.Cl>CCCCCC.C1COCC1>[Cl:15][C:10]1[C:11]([O:13][CH3:14])=[CH:12][C:7]([B:23]([OH:28])[OH:24])=[CH:8][C:9]=1[O:16][CH3:17] |f:2.3|. Procedure details: Under an argon atomsphere, to dry THF (2 mL) stirred in a dry ice-methanol bath was gradually added a 1.57 M solution of n-butyllithium in hexane (0.8 mL), followed by the dropwise addition of a solution of 1-bromo-4-chloro-3,5-dimethoxybenzene (160 mg) in dry THF (2 mL). After the mixture was stirred for 20 minutes in the dry ice-methanol bath, triisopropyl borate (0.18 mL) was added and the mixture was additionally stirred for 20 minutes. The reaction mixture was then stirred at room temperatu... Starting materials: [N+](=O)([O-])C1=C2C(=CN(C2=CC=C1)CC1=NC2=CC3=C(C=C2C=C1)C[C@]1(C(NC2=NC=CC=C21)=O)C3)CC(=O)OC (Methyl (4-nitro-1-{[(7S)-2′-oxo-1′,2′,6,8-tetrahydrospiro[cyclopenta[g]quinoline-7,3′-pyrrolo[2,3-b]pyridin]-2-yl]methyl}-1H-indol-3-yl)acetate), S(=O)([O-])S(=O)[O-].[Na+].[Na+] (sodium hydrosulfite), Cl (hydrochloric acid), S(=O)([O-])S(=O)[O-].[Na+].[Na+] (sodium hydrosulfite). The solvent is O (H2O), CCO (EtOH), CCO (EtOH). Conditions: time 1 hour. The product is O=C1NC=2C=CC=C3C2C(C1)=CN3CC3=NC1=CC2=C(C=C1C=C3)C[C@]3(C=NC1=NC=CC=C13)C2 ((7S)-2-[(4-Oxo-4,5-dihydropyrrolo[4,3,2-de]quinolin-1(3H)-yl)methyl]-6,8-dihydrospiro[cyclopenta[g]quinoline-7,3′-pyrrolo[2,3-b]pyridin]). RXN SMILES: [N+:1]([C:4]1[CH:12]=[CH:11][CH:10]=[C:9]2[C:5]=1[C:6]([CH2:36][C:37]([O:39]C)=O)=[CH:7][N:8]2[CH2:13][C:14]1[CH:23]=[CH:22][C:21]2[C:16](=[CH:17][C:18]3[CH2:35][C@:25]4([C:33]5[C:28](=[N:29][CH:30]=[CH:31][CH:32]=5)[NH:27][C:26]4=O)[CH2:24][C:19]=3[CH:20]=2)[N:15]=1)([O-])=O.S(S([O-])=O)([O-])=O.[Na+].[Na+].Cl>O.CCO>[O:39]=[C:37]1[CH2:36][C:6]2=[CH:7][N:8]([CH2:13][C:14]3[CH:23]=[CH:22][C:21]4[C:16](=[CH:17][C:18]5[CH2:35][C@:25]6([C:33]7[C:28](=[N:29][CH:30]=[CH:31][CH:32]=7)[N:27]=[CH:26]6)[CH2:24][C:19]=5[CH:20]=4)[N:15]=3)[C:9]3[C:5]2=[C:4]([CH:12]=[CH:11][CH:10]=3)[NH:1]1 |f:1.2.3|. Reported procedure: To a stirred solution of methyl (4-nitro-1-{[(7S)-2′-oxo-1′,2′,6,8-tetrahydrospiro[cyclopenta[g]quinoline-7,3′-pyrrolo[2,3-b]pyridin]-2-yl]methyl}-1H-indol-3-yl)acetate from Step A (22 mg, 0.041 mmol) in H2O (0.5 mL) and EtOH (0.5 mL) was added sodium hydrosulfite (ca. 85%; 108 mg, 0.53 mmol). The reaction mixture was stirred at ambient temperature for 1 h, then at 50° C. for 90 min. The reaction mixture was allowed to cool, more sodium hydrosulfite (ca. 85%; 55 mg, 0.27 mmol) was added, and the... Reactants: CCCC[N+](CCCC)(CCCC)CCCC.[F-] (TBAF), O (water), C(C1=CC=CC=C1)OC1=CC(=C(C[C@H]2C(N(CC2)[C@@H]2CC[C@H](CC2)OS(=O)(=O)C)=O)C(=C1)Cl)Cl ((R)-trans-Methanesulfonic acid 4-[3-(4-benzyloxy-2,6-dichloro-benzyl)-2-oxo-pyrrolidin-1-yl]-cyclohexyl ester). Solvent: C(C)#N (acetonitrile). Run at temperature 80 celsius, time 12 hour. Product: C(C1=CC=CC=C1)OC1=CC(=C(C[C@H]2C(N(CC2)[C@@H]2CC[C@@H](CC2)F)=O)C(=C1)Cl)Cl ((R)-3-(4-Benzyloxy-2,6-dichloro-benzyl)-cis-1-(4-fluoro-cyclohexyl)-pyrrolidin-2-one). As a reaction SMILES: CCCC[N+](CCCC)(CCCC)CCCC.[F-:18].O.[CH2:20]([O:27][C:28]1[CH:51]=[C:50]([Cl:52])[C:31]([CH2:32][C@@H:33]2[CH2:37][CH2:36][N:35]([C@H:38]3[CH2:43][CH2:42][C@H:41](OS(C)(=O)=O)[CH2:40][CH2:39]3)[C:34]2=[O:49])=[C:30]([Cl:53])[CH:29]=1)[C:21]1[CH:26]=[CH:25][CH:24]=[CH:23][CH:22]=1>C(#N)C>[CH2:20]([O:27][C:28]1[CH:51]=[C:50]([Cl:52])[C:31]([CH2:32][C@@H:33]2[CH2:37][CH2:36][N:35]([C@H:38]3[CH2:43][CH2:42][C@@H:41]([F:18])[CH2:40][CH2:39]3)[C:34]2=[O:49])=[C:30]([Cl:53])[CH:29]=1)[C:21]1[CH:26]=[CH:25][CH:24]=[CH:23][CH:22]=1 |f:0.1|. Reported procedure: Dissolve TBAF.3H2O (1.595 g, 1.30 mmol) in 10 ml of acetonitrile. Add water (0.18 ml, 9.91 mmol) and stir for 10 minutes. Add (R)-trans-Methanesulfonic acid 4-[3-(4-benzyloxy-2,6-dichloro-benzyl)-2-oxo-pyrrolidin-1-yl]-cyclohexyl ester (Preparation 14) (1.30 g, 2.48 mmol). Stir at 80° C. for 12 hours. Quench with saturated NaHCO3 and extract with ethyl acetate. Wash the extract with brine. Dry over magnesium sulfate, filter, and concentrate. After flash column chromatography receive 0.230 g (21%... Starting materials: ClC1=NC=NC(=C1)Cl (4,6-dichloropyrimidine), CN1CCNCC1 (N-methylpiperazine), TEA. The solvent is C1CCOC1 (THF). Reaction conditions: time 18 hour. The product is ClC1=NC=NC(=C1)N1CCN(CC1)C (4-Chloro-6-(4-methyl-piperazin-1-yl)-pyrimidine). The yield is 84.2%. As a reaction SMILES: Cl[C:2]1[CH:7]=[C:6]([Cl:8])[N:5]=[CH:4][N:3]=1.[CH3:9][N:10]1[CH2:15][CH2:14][NH:13][CH2:12][CH2:11]1>C1COCC1>[Cl:8][C:6]1[CH:7]=[C:2]([N:13]2[CH2:14][CH2:15][N:10]([CH3:9])[CH2:11][CH2:12]2)[N:3]=[CH:4][N:5]=1. Procedure details: 4,6-dichloropyrimidine, (2 g, 13.4 mmol), and N-methylpiperazine, (1.5 mL, 13.4 mmol), were dissolved in 20 mL THF along with TEA (1.9 mL, 13.4 mmol) and stirred for 18 h. The THF was evaporated and 10 mL water was added and then extracted with DCM. The DCM was dried with sodium sulfate, filtered and evaporated affording 2.4 g of 4-Chloro-6-(4-methyl-piperazin-1-yl)-pyrimidine as a yellow waxy solid which was used without further purification. Starting materials: FC1=C(C(=O)NC2CCN(CC2)C)C=C(C(=C1)[N+](=O)[O-])OC (2-fluoro-5-methoxy-N-(1-methylpiperidin-4-yl)-4-nitrobenzamide), [H][H] (hydrogen), Cl (HCl). The reagents and catalysts are [Pd] (Pd/C). Run in CCO (EtOH). Product: NC1=CC(=C(C(=O)NC2CCN(CC2)C)C=C1OC)F (4-Amino-2-fluoro-5-methoxy-N-(1-methylpiperidin-4-yl)benzamide). The yield is 100.4%. Reaction SMILES: [F:1][C:2]1[CH:17]=[C:16]([N+:18]([O-])=O)[C:15]([O:21][CH3:22])=[CH:14][C:3]=1[C:4]([NH:6][CH:7]1[CH2:12][CH2:11][N:10]([CH3:13])[CH2:9][CH2:8]1)=[O:5].Cl.[H][H]>CCO.[Pd]>[NH2:18][C:16]1[C:15]([O:21][CH3:22])=[CH:14][C:3]([C:4]([NH:6][CH:7]2[CH2:12][CH2:11][N:10]([CH3:13])[CH2:9][CH2:8]2)=[O:5])=[C:2]([F:1])[CH:17]=1. Reported procedure: To a solution of 2-fluoro-5-methoxy-N-(1-methylpiperidin-4-yl)-4-nitrobenzamide (55 g, 177 mmol) in EtOH (450 mL) was added 10% Pd/C (11 g), followed by 4.4 mL of concentrated HCl. The reaction mixture was hydrogenated using a hydrogen balloon for 22 h. The solution was filtered through celite and concentrated to a minimum volume, after which solid was filtered, washed with ether. The filtrate concentrated again and trituated with EtOH and repeated several times to get out more products. The sol... Reactants: C(C)(=O)O[C@H]1[C@H](OC=2C=NC(=CC2)Br)SC[C@H]([C@@H]1OC(C)=O)OC(C)=O (6-bromo-3-pyridinyl 2,3,4-tri-O-acetyl-5-thio-β-D-xylopyranoside), IV, CC1=CC=C(C=N1)B(O)O (6-methyl-3-pyridineboronic acid). Product: C(C)(=O)O[C@H]1[C@H](OC=2C=NC(=CC2)C=2C=NC(=CC2)C)SC[C@H]([C@@H]1OC(C)=O)OC(C)=O (6-(6-Methyl-3-pyridinyl)-3-pyridinyl 2,3,4-tri-O-acetyl-5-thio-β-D-xylo-pyranoside), solid. Yield: 62.0%. As a reaction SMILES: [C:1]([O:4][C@@H:5]1[C@@H:18]([O:19][C:20](=[O:22])[CH3:21])[C@H:17]([O:23][C:24](=[O:26])[CH3:25])[CH2:16][S:15][C@H:6]1[O:7][C:8]1[CH:9]=[N:10][C:11](Br)=[CH:12][CH:13]=1)(=[O:3])[CH3:2].[CH3:27][C:28]1[N:33]=[CH:32][C:31](B(O)O)=[CH:30][CH:29]=1>>[C:1]([O:4][C@@H:5]1[C@@H:18]([O:19][C:20](=[O:22])[CH3:21])[C@H:17]([O:23][C:24](=[O:26])[CH3:25])[CH2:16][S:15][C@H:6]1[O:7][C:8]1[CH:9]=[N:10][C:11]([C:31]2[CH:32]=[N:33][C:28]([CH3:27])=[CH:29][CH:30]=2)=[CH:12][CH:13]=1)(=[O:3])[CH3:2]. Procedure: By carrying out the operation analogously to example 1, starting from 6-bromo-3-pyridinyl 2,3,4-tri-O-acetyl-5-thio-β-D-xylopyranoside, obtained according to preparation IV, and 6-methyl-3-pyridineboronic acid, the desired product is obtained in the form of a white solid (yield=62%). The reactants are C(C1=CC=CC=C1)(=O)O (benzoic acid), CO.C(C)(=O)OCC (methanol ethyl acetate), N,N'-carbonyldiimidazole, C(N)(=O)C1=CC=C(OCCN2C=NC=C2)C=C1 (1-[2-(4-carbamoylphenoxy)ethyl]imidazole). Run in CN(C=O)C (N,N-dimethylformamide). Product: C(C1=CC=CC=C1)(=O)NC(=O)C1=CC=C(OCCN2C=NC=C2)C=C1 (1-[2-(4-benzoylcarbamoylphenoxy)ethyl]imidazole). As a reaction SMILES: [C:1](O)(=[O:8])[C:2]1[CH:7]=[CH:6][CH:5]=[CH:4][CH:3]=1.[C:10]([C:13]1[CH:26]=[CH:25][C:16]([O:17][CH2:18][CH2:19][N:20]2[CH:24]=[CH:23][N:22]=[CH:21]2)=[CH:15][CH:14]=1)(=[O:12])[NH2:11].CO.C(OCC)(=O)C>CN(C)C=O>[C:1]([NH:11][C:10]([C:13]1[CH:14]=[CH:15][C:16]([O:17][CH2:18][CH2:19][N:20]2[CH:24]=[CH:23][N:22]=[CH:21]2)=[CH:25][CH:26]=1)=[O:12])(=[O:8])[C:2]1[CH:7]=[CH:6][CH:5]=[CH:4][CH:3]=1 |f:2.3|. Procedure: Treatment of benzoic acid with N,N'-carbonyldiimidazole and 1-[2-(4-carbamoylphenoxy)ethyl]imidazole in dry N,N-dimethylformamide as described in Example 34 gave 1-[2-(4-benzoylcarbamoylphenoxy)ethyl]imidazole, m.p. 152°-154° C. (from methanol/ethyl acetate). Found: C, 67.66; H, 5.16; N, 12.59. C19H17N3O3 requires: C, 68.05; H, 5.11; N, 12.53%. Starting materials: O[C@H]1[C@H](C2=CC=CC=C2C1)NC([C@@H](C[C@@H]([C@@H](CC(CC(C)(C)C)=O)CC1CCCCC1)O)CC1=CC=C(C=C1)O)=O (N-(2(R)-hydroxy-1(S)-indanyl)-5(R)-cyclohexylmethyl-9,9-dimethyl-4(S)-hydroxy-2(R)-((4-hydroxyphenyl)methyl)-7-oxo decaneamide), Cl.ClCCC12C(C=CC=3C[C@@H]4[C@@H]5C=C[C@@H]([C@@H]([C@@]5(C13)CCN4C)O2)O)O (4-(2-chloroethyl)morphine hydrochloride), O1CCOCC1 (dioxane). Solvent: C([O-])([O-])=O.[Cs+].[Cs+] (cesium carbonate). The product is O[C@H]1[C@H](C2=CC=CC=C2C1)NC([C@@H](C[C@@H]([C@@H](CC(CC(C)(C)C)=O)CC1CCCCC1)O)CC1=CC=C(C=C1)OCCN1CCOCC1)=O (N-(2(R)-hydroxy-1(S)-indanyl)-5(R)-cyclohexylmethyl-9,9-dimethyl-4(S)-hydroxy-2(R)-((4-(2-(4-morpholinyl)ethoxy)phenyl)methyl)-7-oxo decaneamide). RXN SMILES: [OH:1][C@@H:2]1[CH2:10][C:9]2[C:4](=[CH:5][CH:6]=[CH:7][CH:8]=2)[C@@H:3]1[NH:11][C:12](=[O:41])[C@H:13]([CH2:33][C:34]1[CH:39]=[CH:38][C:37]([OH:40])=[CH:36][CH:35]=1)[CH2:14][C@H:15]([OH:32])[C@H:16]([CH2:25][CH:26]1[CH2:31][CH2:30][CH2:29][CH2:28][CH2:27]1)[CH2:17][C:18](=[O:24])[CH2:19][C:20]([CH3:23])([CH3:22])[CH3:21].Cl.ClCCC12O[C@@H]3[C@@]45[CH2:60][CH2:61][N:62](C)[C@@H]([C@@H]4C=C[C@@H]3O)CC(=C51)C=CC2O.O1[CH2:72][CH2:71][O:70][CH2:69][CH2:68]1>C(=O)([O-])[O-].[Cs+].[Cs+]>[OH:1][C@@H:2]1[CH2:10][C:9]2[C:4](=[CH:5][CH:6]=[CH:7][CH:8]=2)[C@@H:3]1[NH:11][C:12](=[O:41])[C@H:13]([CH2:33][C:34]1[CH:39]=[CH:38][C:37]([O:40][CH2:60][CH2:61][N:62]2[CH2:72][CH2:71][O:70][CH2:69][CH2:68]2)=[CH:36][CH:35]=1)[CH2:14][C@H:15]([OH:32])[C@H:16]([CH2:25][CH:26]1[CH2:31][CH2:30][CH2:29][CH2:28][CH2:27]1)[CH2:17][C:18](=[O:24])[CH2:19][C:20]([CH3:21])([CH3:22])[CH3:23] |f:1.2,4.5.6|. Procedure details: The product of Step 1 above is alkylated with 4-(2-chloroethyl)morphine hydrochloride in dioxane and cesium carbonate. The reaction mixture is concentrated and purified via flash column chromatography to provide the title product. The reactants are ClC1=NC(=NC(=C1)NC(C)(C)C)NC(C)(C)C (4-chloro-2,6-bis(1,1-dimethylethylamino)pyrimidine), N1CCNCC1 (piperazine). Solvent: C(C)N1CCOCC1 (N-ethylmorpholine). Product: CC(C)(C)NC1=NC(=CC(=N1)NC(C)(C)C)N1CCNCC1 (2,4-bis(1,1-dimethylethylamino)-6-(1-piperazinyl) pyrimidine). Reaction SMILES: Cl[C:2]1[CH:7]=[C:6]([NH:8][C:9]([CH3:12])([CH3:11])[CH3:10])[N:5]=[C:4]([NH:13][C:14]([CH3:17])([CH3:16])[CH3:15])[N:3]=1.[NH:18]1[CH2:23][CH2:22][NH:21][CH2:20][CH2:19]1>C(N1CCOCC1)C>[CH3:15][C:14]([NH:13][C:4]1[N:5]=[C:6]([NH:8][C:9]([CH3:12])([CH3:11])[CH3:10])[CH:7]=[C:2]([N:18]2[CH2:23][CH2:22][NH:21][CH2:20][CH2:19]2)[N:3]=1)([CH3:17])[CH3:16]. Reported procedure: A mixture containing 10.0 g (38.9 mmoles) of 4-chloro-2,6-bis(1,1-dimethylethylamino)pyrimidine, 13.42 g (155.8 mmoles) of piperazine and 150 ml of N-ethylmorpholine is boiled under reflux under nitrogen for 25 hours, then the solvent and piperazine are distilled off under atmospheric pressure. Water is added to the residue and distilled off until the head temperature reaches 100° C. After cooling down the residue is distributed between 200 ml of chloroform and 30 ml of 10% sodium hydroxide solu... The reactants are C(#N)C=1SC2=C(N1)C=CC(=C2C#N)/N=C/N(C)C ((E)-N′-(2,7-dicyanobenzo[d]thiazol-6-yl)-N,N-dimethylformimidamide), FC1=CC=C(N)C=C1 (4-fluoroaniline), [K+].[Br-] (KBr). Solvent: C(Cl)Cl.CCOC(=O)C (DCM EtOAc). Yields the product FC1=CC=C(C=C1)NC1=NC=NC2=CC=C3C(=C12)SC(=N3)C#N (9-(4-Fluorophenylamino)thiazolo[5,4-f]quinazoline-2-carbonitrile). Yield: 92.0%. As a reaction SMILES: [C:1]([C:3]1[S:4][C:5]2[C:11]([C:12]#[N:13])=[C:10](/[N:14]=[CH:15]/[N:16](C)C)[CH:9]=[CH:8][C:6]=2[N:7]=1)#[N:2].[F:19][C:20]1[CH:26]=[CH:25][C:23](N)=[CH:22][CH:21]=1.[K+].[Br-]>C(Cl)Cl.CCOC(C)=O>[F:19][C:20]1[CH:26]=[CH:25][C:23]([NH:13][C:12]2[C:11]3[C:10](=[CH:9][CH:8]=[C:6]4[N:7]=[C:3]([C:1]#[N:2])[S:4][C:5]4=3)[N:14]=[CH:15][N:16]=2)=[CH:22][CH:21]=1 |f:2.3,4.5|. Procedure: Prepared from VII and 4-fluoroaniline. Flash chromatography eluent (DCM-EtOAc, 5:5). Yield: 92%; yellow solid; mp>260° C.; IR (KBr) νmax/cm−1 3049, 2840, 2226, 1722, 1643, 1610, 1581, 1557, 1502, 1377, 1355, 1305, 1269, 1227, 1208, 1166, 1130, 1090, 981, 846, 829, 818; 19F NMR (282 MHz, DMSO-d6) δ −120.31; 1H NMR (300 MHz, DMSO-d6) δ 8.51 (d, 1H, J=9.0 Hz), 8.16 (s, 1H), 7.76 (d, 1H, J=9.0 Hz), 7.26-7.08 (m, 4H); HRMS calcd for C16H9N5SF (M+H+): 322.0563, found 322.0551.